Dataset: the Open Reaction Database (ORD), a public repository of structured organic reaction records. Task: describe an organic reaction: reactants, conditions, products, and yield The product is COc1ccc(-n2nc(CCC=O)cc2-c2ccc(Cl)cc2)cc1. Reactants: COc1ccc(-n2nc(CCCO)cc2-c2ccc(Cl)cc2)cc1, ClCCl, O=[Cr](=O)([O-])Cl, c1cc[nH+]cc1. RXN SMILES: [Cl:12][c:13]1[cH:14][cH:15][c:16](-[c:19]2[cH:20][c:21]([CH2:32][CH2:33][CH2:34][OH:35])[n:22][n:23]2-[c:24]2[cH:25][cH:26][c:27]([O:30][CH3:31])[cH:28][cH:29]2)[cH:17][cH:18]1.[Cl:36][CH2:37][Cl:38].[O:1]=[Cr:2]([Cl:3])([O-:4])=[O:5].[nH+:6]1[cH:7][cH:8][cH:9][cH:10][cH:11]1>>[Cl:12][c:13]1[cH:14][cH:15][c:16](-[c:19]2[cH:20][c:21]([CH2:32][CH2:33][CH:34]=[O:35])[n:22][n:23]2-[c:24]2[cH:25][cH:26][c:27]([O:30][CH3:31])[cH:28][cH:29]2)[cH:17][cH:18]1. Reactants: COc1ccc(N2CCNCC2)cc1, CCN(C(C)C)C(C)C, Cc1ccc(-c2cc(CCC=O)nn2-c2ccccc2)cc1. Yields the product COc1ccc(N2CCN(CCCc3cc(-c4ccc(C)cc4)n(-c4ccccc4)n3)CC2)cc1. Reaction SMILES: [CH3:23][O:24][c:25]1[cH:26][cH:27][c:28]([N:31]2[CH2:32][CH2:33][NH:34][CH2:35][CH2:36]2)[cH:29][cH:30]1.[CH:37]([N:38]([CH2:39][CH3:40])[CH:41]([CH3:42])[CH3:43])([CH3:44])[CH3:45].[c:1]1(-[n:7]2[n:8][c:9]([CH2:19][CH2:20][CH:21]=[O:22])[cH:10][c:11]2-[c:12]2[cH:13][cH:14][c:15]([CH3:18])[cH:16][cH:17]2)[cH:2][cH:3][cH:4][cH:5][cH:6]1>>[c:1]1(-[n:7]2[n:8][c:9]([CH2:19][CH2:20][CH2:21][N:34]3[CH2:33][CH2:32][N:31]([c:28]4[cH:27][cH:26][c:25]([O:24][CH3:23])[cH:30][cH:29]4)[CH2:36][CH2:35]3)[cH:10][c:11]2-[c:12]2[cH:13][cH:14][c:15]([CH3:18])[cH:16][cH:17]2)[cH:2][cH:3][cH:4][cH:5][cH:6]1. Starting materials: O=[N+]([O-])c1cc(Cl)c(F)cc1Br, O=C([O-])[O-], Cc1ccccc1, ClC(Cl)Cl, [Cs+], [Cs+], COC(=O)c1sc(N)cc1OC(C)c1ccccc1Cl, O=C(C=Cc1ccccc1)C=Cc1ccccc1, O=C(C=Cc1ccccc1)C=Cc1ccccc1, O=C(C=Cc1ccccc1)C=Cc1ccccc1, [Pd], [Pd]. The product is COC(=O)c1sc(Nc2cc(F)c(Cl)cc2[N+](=O)[O-])cc1OC(C)c1ccccc1Cl. As a reaction SMILES: [Br:1][c:2]1[c:3]([N+:10](=[O:11])[O-:12])[cH:4][c:5]([Cl:9])[c:6]([F:8])[cH:7]1.[C:33](=[O:34])([O-:35])[O-:36].[CH3:39][c:40]1[cH:41][cH:42][cH:43][cH:44][cH:45]1.[CH:102]([Cl:103])([Cl:104])[Cl:105].[Cs+:37].[Cs+:38].[NH2:13][c:14]1[cH:15][c:16]([O:23][CH:24]([CH3:25])[c:26]2[c:27]([Cl:32])[cH:28][cH:29][cH:30][cH:31]2)[c:17]([C:19](=[O:20])[O:21][CH3:22])[s:18]1.[O:48]=[C:49]([CH:50]=[CH:51][c:52]1[cH:53][cH:54][cH:55][cH:56][cH:57]1)[CH:58]=[CH:59][c:60]1[cH:61][cH:62][cH:63][cH:64][cH:65]1.[O:66]=[C:67]([CH:68]=[CH:69][c:70]1[cH:71][cH:72][cH:73][cH:74][cH:75]1)[CH:76]=[CH:77][c:78]1[cH:79][cH:80][cH:81][cH:82][cH:83]1.[O:84]=[C:85]([CH:86]=[CH:87][c:88]1[cH:89][cH:90][cH:91][cH:92][cH:93]1)[CH:94]=[CH:95][c:96]1[cH:97][cH:98][cH:99][cH:100][cH:101]1.[Pd:46].[Pd:47]>>[c:2]1([NH:13][c:14]2[cH:15][c:16]([O:23][CH:24]([CH3:25])[c:26]3[c:27]([Cl:32])[cH:28][cH:29][cH:30][cH:31]3)[c:17]([C:19](=[O:20])[O:21][CH3:22])[s:18]2)[c:3]([N+:10](=[O:11])[O-:12])[cH:4][c:5]([Cl:9])[c:6]([F:8])[cH:7]1. Reactants: CC(=O)OCC1=C(C(=O)O)N2C(=O)C(NC(=O)Cc3csc(=O)s3)C2SC1, O=C([O-])O, CC(C)OC(C)C, [K+], [Na+], [Na], C1CCOC1, O, N#C[S-], S=c1[nH]nnn1-c1ccccc1. Yields the product O=C(Cc1csc(=O)s1)NC1C(=O)N2C(C(=O)O)=C(CSc3nnnn3-c3ccccc3)CSC12. Reaction SMILES: [C:2]([O:3][CH2:6][C:7]1=[C:8]([C:26](=[O:27])[OH:28])[N:9]2[C:10](=[O:25])[CH:11]([NH:15][C:16]([CH2:17][c:18]3[s:19][c:20](=[O:23])[s:21][cH:22]3)=[O:24])[CH:12]2[S:13][CH2:14]1)(=[O:4])[CH3:5].[C:33](=[O:34])([OH:35])[O-:36].[CH:50]([O:51][CH:52]([CH3:53])[CH3:54])([CH3:55])[CH3:56].[K+:29].[Na+:37].[Na:1].[O:58]1[CH2:59][CH2:60][CH2:61][CH2:62]1.[OH2:57].[S-:30][C:31]#[N:32].[c:38]1(-[n:44]2[n:45][n:46][nH:47][c:48]2=[S:49])[cH:39][cH:40][cH:41][cH:42][cH:43]1>>[CH2:6]([C:7]1=[C:8]([C:26](=[O:27])[OH:28])[N:9]2[C:10](=[O:25])[CH:11]([NH:15][C:16]([CH2:17][c:18]3[s:19][c:20](=[O:23])[s:21][cH:22]3)=[O:24])[CH:12]2[S:13][CH2:14]1)[S:49][c:48]1[n:44](-[c:38]2[cH:39][cH:40][cH:41][cH:42][cH:43]2)[n:45][n:46][n:47]1. Reactants: C(#N)C1=CC=C(C=O)C=C1 (4-Cyanobenzaldehyde), CC=1N=CNC1[N+](=O)[O-] (4-methyl-5-nitroimidazole), N1CCCCC1 (piperidine), CN(C)C=O (DMF). Run in CC(C)O (IPA). Conditions: time 24 hour. Yields the product [N+](=O)([O-])C1=C(N=CN1)/C=C/C1=CC=C(C#N)C=C1 ((E)-4-(2-(5-Nitro-1H-imidazol-4-yl)vinyl)benzonitrile). The yield is 47.9%. Reaction SMILES: [C:1]([C:3]1[CH:10]=[CH:9][C:6]([CH:7]=O)=[CH:5][CH:4]=1)#[N:2].[CH3:11][C:12]1[N:13]=[CH:14][NH:15][C:16]=1[N+:17]([O-:19])=[O:18].N1CCCCC1.CN(C=O)C>CC(O)C>[N+:17]([C:16]1[NH:15][CH:14]=[N:13][C:12]=1/[CH:11]=[CH:7]/[C:6]1[CH:9]=[CH:10][C:3]([C:1]#[N:2])=[CH:4][CH:5]=1)([O-:19])=[O:18]. Reported procedure: 4-Cyanobenzaldehyde (75 g, 0.57 mol) was heated to 110° C. Once melted, 4-methyl-5-nitroimidazole (15 g, 0.12 mol) and piperidine (5 g, 0.06 mol) were added and heating continued for a further 24 hours. DMF (15 mL) and IPA (150 mL) were then added and the precipitate filtered from solution and washed with IPA (50 mL) to leave the product as a yellow solid (13.8 g, 49%). mp>300° C. δH (DMSO-d6) 7.95 (1H, s), 7.88 (2H, d, J=6.8), 7.78 (2H, d, J=6.8), 7.78 (1H, d, J=16.8), 7.50 (1H, d, J=16.8); IR ...